From a dataset of the Open Reaction Database (ORD), a public repository of structured organic reaction records. describe an organic reaction: reactants, conditions, products, and yield The reactants are CCN=C=NCCCN(C)C, CN(C)S(N)(=O)=O, O=C(O)c1ccc2c(C3CCCCC3)c3n(c2c1)CC(O)Cc1ccccc1-3, ClCCl, Cl, CN(C)C=O. Yields the product CN(C)S(=O)(=O)NC(=O)c1ccc2c(C3CCCCC3)c3n(c2c1)CC(O)Cc1ccccc1-3. RXN SMILES: [CH3:2][N:3]([CH3:4])[CH2:5][CH2:6][CH2:7][N:8]=[C:9]=[N:10][CH2:11][CH3:12].[CH3:44][N:45]([S:46](=[O:47])(=[O:48])[NH2:49])[CH3:50].[CH:13]1([c:19]2[c:20]3[cH:21][cH:22][c:23]([C:38](=[O:39])[OH:40])[cH:24][c:25]3[n:26]3[c:27]2-[c:28]2[c:29]([cH:34][cH:35][cH:36][cH:37]2)[CH2:30][CH:31]([OH:33])[CH2:32]3)[CH2:14][CH2:15][CH2:16][CH2:17][CH2:18]1.[Cl:41][CH2:42][Cl:43].[ClH:1].[O:51]=[CH:52][N:53]([CH3:54])[CH3:55]>>[CH:13]1([c:19]2[c:20]3[cH:21][cH:22][c:23]([C:38](=[O:39])[NH:49][S:46]([N:45]([CH3:44])[CH3:50])(=[O:47])=[O:48])[cH:24][c:25]3[n:26]3[c:27]2-[c:28]2[c:29]([cH:34][cH:35][cH:36][cH:37]2)[CH2:30][CH:31]([OH:33])[CH2:32]3)[CH2:14][CH2:15][CH2:16][CH2:17][CH2:18]1. The reactants are [Li]CCCC, CN(C)C=O, Cn1nnc(-c2ccc(Br)cc2)n1, [Cl-], [NH4+], C1CCOC1. The product is Cn1nnc(-c2ccc(C=O)cc2)n1. RXN SMILES: [CH2:14]([Li:15])[CH2:16][CH2:17][CH3:18].[CH3:19][N:20]([CH:21]=[O:22])[CH3:23].[CH3:1][n:2]1[n:3][c:4](-[c:7]2[cH:8][cH:9][c:10]([Br:13])[cH:11][cH:12]2)[n:5][n:6]1.[Cl-:24].[NH4+:25].[O:26]1[CH2:27][CH2:28][CH2:29][CH2:30]1>>[CH3:1][n:2]1[n:3][c:4](-[c:7]2[cH:8][cH:9][c:10]([CH:21]=[O:22])[cH:11][cH:12]2)[n:5][n:6]1. The reactants are C1CNCCN1, N#Cc1c(F)cccc1C(F)(F)F, C1COCCO1. Product: N#Cc1c(N2CCNCC2)cccc1C(F)(F)F. RXN SMILES: [CH2:14]1[CH2:15][NH:16][CH2:17][CH2:18][NH:19]1.[F:1][c:2]1[c:3]([C:4]#[N:5])[c:6]([C:10]([F:11])([F:12])[F:13])[cH:7][cH:8][cH:9]1.[O:20]1[CH2:21][CH2:22][O:23][CH2:24][CH2:25]1>>[c:2]1([N:16]2[CH2:15][CH2:14][NH:19][CH2:18][CH2:17]2)[c:3]([C:4]#[N:5])[c:6]([C:10]([F:11])([F:12])[F:13])[cH:7][cH:8][cH:9]1. The reactants are CC#N, CN1CCCC1=O, ClCCCOc1ccc2c(Cl)ncnc2c1, Nc1cc(CC(=O)O)[nH]n1. The product is Cl, O=C(O)Cc1cc(Nc2ncnc3cc(OCCCCl)ccc23)n[nH]1. As a reaction SMILES: [CH3:27][C:28]#[N:29].[CH3:30][N:31]1[CH2:32][CH2:33][CH2:34][C:35]1=[O:36].[Cl:1][c:2]1[n:3][cH:4][n:5][c:6]2[cH:7][c:8]([O:12][CH2:13][CH2:14][CH2:15][Cl:16])[cH:9][cH:10][c:11]12.[NH2:17][c:18]1[n:19][nH:20][c:21]([CH2:23][C:24](=[O:25])[OH:26])[cH:22]1>>[ClH:1].[c:2]1([NH:17][c:18]2[n:19][nH:20][c:21]([CH2:23][C:24](=[O:25])[OH:26])[cH:22]2)[n:3][cH:4][n:5][c:6]2[cH:7][c:8]([O:12][CH2:13][CH2:14][CH2:15][Cl:16])[cH:9][cH:10][c:11]12. The reactants are COc1ccc(C2NC(=O)OC2c2ccc(OC)c(OCc3ccccc3)c2)cc1OCc1ccccc1, C1CO1, C[NH3+], [Cl-], C1CCOC1. Product: COc1ccc(C2OC(=O)N(CCO)C2c2ccc(OC)c(OCc3ccccc3)c2)cc1OCc1ccccc1. RXN SMILES: [CH2:1]([c:2]1[cH:3][cH:4][cH:5][cH:6][cH:7]1)[O:8][c:9]1[cH:10][c:11]([CH:17]2[NH:18][C:19](=[O:38])[O:20][CH:21]2[c:22]2[cH:23][c:24]([O:30][CH2:31][c:32]3[cH:33][cH:34][cH:35][cH:36][cH:37]3)[c:25]([O:28][CH3:29])[cH:26][cH:27]2)[cH:12][cH:13][c:14]1[O:15][CH3:16].[CH2:39]1[CH2:40][O:41]1.[CH3:43][NH3+:44].[Cl-:42].[O:45]1[CH2:46][CH2:47][CH2:48][CH2:49]1>>[CH2:1]([c:2]1[cH:3][cH:4][cH:5][cH:6][cH:7]1)[O:8][c:9]1[cH:10][c:11]([CH:17]2[N:18]([CH2:39][CH2:40][OH:41])[C:19](=[O:38])[O:20][CH:21]2[c:22]2[cH:23][c:24]([O:30][CH2:31][c:32]3[cH:33][cH:34][cH:35][cH:36][cH:37]3)[c:25]([O:28][CH3:29])[cH:26][cH:27]2)[cH:12][cH:13][c:14]1[O:15][CH3:16]. As a reaction SMILES: [F:1][C:2]1[CH:3]=[CH:4][C:5]([O:19][CH3:20])=[C:6]([C:8]([CH3:18])([CH3:17])[CH2:9][C:10]2([C:13]([F:16])([F:15])[F:14])[CH2:12][O:11]2)[CH:7]=1.[CH3:21][N:22]1[C:31]2[C:26](=[CH:27][CH:28]=[CH:29][CH:30]=2)[NH:25][CH2:24][C:23]1=[O:32].N1C2C(=CC=CC=2)NCC1=O.C(=O)(O)[O-].[Na+]>CN(C)C=O>[F:1][C:2]1[CH:3]=[CH:4][C:5]([O:19][CH3:20])=[C:6]([C:8]([CH3:18])([CH3:17])[CH2:9][C:10]([OH:11])([C:13]([F:16])([F:15])[F:14])[CH2:12][N:25]2[C:26]3[C:31](=[CH:30][CH:29]=[CH:28][CH:27]=3)[N:22]([CH3:21])[C:23](=[O:32])[CH2:24]2)[CH:7]=1 |f:3.4|. The product is FC=1C=CC(=C(C1)C(CC(CN1CC(N(C2=CC=CC=C12)C)=O)(C(F)(F)F)O)(C)C)OC (4-[4-(5-fluoro-2-methoxyphenyl)-2-hydroxy-4-methyl-2-trifluoromethylpentyl]-1-methyl-3,4-dihydro-1H-quinoxalin-2-one). Run in CN(C=O)C (dimethylformamide). Starting materials: C([O-])(O)=O.[Na+] (sodium bicarbonate), FC=1C=CC(=C(C1)C(CC1(OC1)C(F)(F)F)(C)C)OC (2-[2-(5-fluoro-2-methoxyphenyl)-2-methylpropyl]-2-trifluoromethyloxirane), CN1C(CNC2=CC=CC=C12)=O (1-methyl-3,4-dihydro-1H-quinoxalin-2-one), N1C(CNC2=CC=CC=C12)=O (3,4-dihydro-1H-quinoxalin-2-one). Reported procedure: A solution of 2-[2-(5-fluoro-2-methoxyphenyl)-2-methylpropyl]-2-trifluoromethyloxirane (98.8 mg) and 1-methyl-3,4-dihydro-1H-quinoxalin-2-one (prepared as the minor regioisomer following a similar procedure described for 3,4-dihydro-1H-quinoxalin-2-one; R. E. TenBrink et al., J. Med. Chem., 1994, 37, pp. 758-768) (165 mg) in dimethylformamide (0.75 mL) was heated at 140° C. for 60 hours. The resulting mixture was poured into saturated aqueous sodium bicarbonate solution and extracted twice with ...